From a dataset of the Open Reaction Database (ORD), a public repository of structured organic reaction records. describe an organic reaction: reactants, conditions, products, and yield Starting materials: CNC1CCC(N2CCC(C)CC2)C1, ClCCl, Cl, Cl, [Na+], [OH-], Cc1ccc(S(=O)(=O)Cl)cc1. The product is Cc1ccc(S(=O)(=O)N(C)C2CCC(N3CCC(C)CC3)C2)cc1, Cl. RXN SMILES: [CH3:3][NH:4][CH:5]1[CH2:6][CH:7]([N:10]2[CH2:11][CH2:12][CH:13]([CH3:16])[CH2:14][CH2:15]2)[CH2:8][CH2:9]1.[Cl:28][CH2:29][Cl:30].[ClH:1].[ClH:2].[Na+:32].[OH-:31].[c:17]1([CH3:27])[cH:18][cH:19][c:20]([S:23](=[O:24])(=[O:25])[Cl:26])[cH:21][cH:22]1>>[CH3:3][N:4]([CH:5]1[CH2:6][CH:7]([N:10]2[CH2:11][CH2:12][CH:13]([CH3:16])[CH2:14][CH2:15]2)[CH2:8][CH2:9]1)[S:23]([c:20]1[cH:19][cH:18][c:17]([CH3:27])[cH:22][cH:21]1)(=[O:24])=[O:25].[ClH:26].